This data is from the Open Reaction Database (ORD), a public repository of structured organic reaction records. The task is: describe an organic reaction: reactants, conditions, products, and yield The reactants are C[O-].[Na+] (sodium methoxide), C1(=CC=CC=C1)C (toluene), O (water), C(\C=C\C)(=O)OC (methyl crotonate), C(C(O)C)(=S)OC (methyl thiolactate), C1(=CC=CC=C1)C (toluene). Solvent: C(C)(=O)O (acetic acid). Product: CC1SC(C(C1C(=O)OC)=O)C (tetrahydro-2,5-dimethyl-4-oxo-3-thiophenecarboxylic acid, methyl ester). Reaction SMILES: [C:1]([O:6]C)(=O)/[CH:2]=[CH:3]/[CH3:4].[C:8](OC)(=[S:12])[CH:9](C)O.[CH3:15][O-:16].[Na+].[OH2:18].[C:19]1(C)C=CC=CC=1>C(O)(=O)C>[CH3:4][CH:3]1[CH:2]([C:15]([O:18][CH3:19])=[O:16])[C:1](=[O:6])[CH:8]([CH3:9])[S:12]1 |f:2.3|. Procedure details: A mixture of 83 g (0.83 mol) of methyl crotonate (Aldrich Chemical Company) and 100 g (0.83 mol) of methyl thiolactate (Helvetica Chemica Acta, Vol. 45, pages 1750-1765, 1962) in 800 ml of toluene is added dropwise to a stirred suspension of 64.8 g (1.2 mol) of sodium methoxide (Aldrich Chemical Company) in 500 ml of toluene. The suspension is stirred and refluxed for four and one-half hours, cooled, 500 ml of water is added and the mixture is made acidic by the addition of glacial acetic acid. ...